This data is from the Open Reaction Database (ORD), a public repository of structured organic reaction records. The task is: describe an organic reaction: reactants, conditions, products, and yield Reactants: O=C([O-])[O-], CC#N, [Cl-], [Cs+], [Cs+], FC(F)CI, O=[N+]([O-])c1cn[nH]c1, [NH4+]. Yields the product O=[N+]([O-])c1cnn(CC(F)F)c1. As a reaction SMILES: [C:14](=[O:15])([O-:16])[O-:17].[CH3:20][C:21]#[N:22].[Cl-:23].[Cs+:18].[Cs+:19].[F:9][CH:10]([CH2:11][I:12])[F:13].[N+:1](=[O:2])([O-:3])[c:4]1[cH:5][n:6][nH:7][cH:8]1.[NH4+:24]>>[N+:1](=[O:2])([O-:3])[c:4]1[cH:5][n:6]([CH2:11][CH:10]([F:9])[F:13])[n:7][cH:8]1. Product: COc1ccc(Cl)cc1C(=O)NCCC1CCN(S(=O)(=O)NC(=S)NC(C)C)CC1. As a reaction SMILES: [C:25](=[O:26])([O-:27])[O-:28].[CH3:38][N:39]1[CH2:40][CH2:41][CH2:42][C:43]1=[O:44].[CH:31]([CH3:32])([CH3:33])[N:34]=[C:35]=[S:36].[Cl:1][c:2]1[cH:3][cH:4][c:5]([O:23][CH3:24])[c:6]([C:7](=[O:8])[NH:9][CH2:10][CH2:11][CH:12]2[CH2:13][CH2:14][N:15]([S:18](=[O:19])(=[O:20])[NH2:21])[CH2:16][CH2:17]2)[cH:22]1.[ClH:37].[Cs+:29].[Cs+:30]>>[Cl:1][c:2]1[cH:3][cH:4][c:5]([O:23][CH3:24])[c:6]([C:7](=[O:8])[NH:9][CH2:10][CH2:11][CH:12]2[CH2:13][CH2:14][N:15]([S:18](=[O:19])(=[O:20])[NH:21][C:35]([NH:34][CH:31]([CH3:32])[CH3:33])=[S:36])[CH2:16][CH2:17]2)[cH:22]1. Reactants: O=C([O-])[O-], CN1CCCC1=O, CC(C)N=C=S, COc1ccc(Cl)cc1C(=O)NCCC1CCN(S(N)(=O)=O)CC1, Cl, [Cs+], [Cs+].